This data is from the Open Reaction Database (ORD), a public repository of structured organic reaction records. The task is: describe an organic reaction: reactants, conditions, products, and yield Reactants: ClC1=NC(=C(C2=CC(=CC=C12)OC)C1=CC=CC=C1)C#N (1-chloro-6-methoxy-4-phenylisoquinoline-3-carbonitrile), CO (methanol), [H][H] (hydrogen). Reagents/catalysts: [Pd].[O-]S(=O)(=O)[O-].[Ba+2] (Pd BaSO4), [Pd].[O-]S(=O)(=O)[O-].[Ba+2] (Pd BaSO4). Run in C(Cl)Cl (CH2Cl2). Reaction conditions: time 8 hour. Product: COC=1C=C2C(=C(N=CC2=CC1)C#N)C1=CC=CC=C1 (6-methoxy-4-phenylisoquinoline-3-carbonitrile). As a reaction SMILES: Cl[C:2]1[C:11]2[C:6](=[CH:7][C:8]([O:12][CH3:13])=[CH:9][CH:10]=2)[C:5]([C:14]2[CH:19]=[CH:18][CH:17]=[CH:16][CH:15]=2)=[C:4]([C:20]#[N:21])[N:3]=1.CO.[H][H]>[Pd].[O-]S([O-])(=O)=O.[Ba+2].C(Cl)Cl>[CH3:13][O:12][C:8]1[CH:7]=[C:6]2[C:11](=[CH:10][CH:9]=1)[CH:2]=[N:3][C:4]([C:20]#[N:21])=[C:5]2[C:14]1[CH:19]=[CH:18][CH:17]=[CH:16][CH:15]=1 |f:3.4.5|. Procedure details: A mixture of 1-chloro-6-methoxy-4-phenylisoquinoline-3-carbonitrile (200 mg), 5% Pd/BaSO4 (50 mg), and 20 mL methanol was stirred under 1 atm hydrogen for 18 h. 5 mL of CH2Cl2 was then added, as was an additional 50 mg Pd/BaSO4. After stirring overnight, the reaction was filtered, concentrated, and purified by flash chromatography (30% EtOAc/hexanes) to give the titled compound.